This data is from the Open Reaction Database (ORD), a public repository of structured organic reaction records. The task is: describe an organic reaction: reactants, conditions, products, and yield Starting materials: C(C)(C)(C)OC(=O)N1CC(CCC1)COC1=C(C=CC=C1)CCCCC1=CC(=CC=C1)OC (1-t-butoxycarbonyl-3-{2-[4-(3-methoxyphenyl)butyl]phenoxymethyl}piperidine), [H-].[Al+3].[Li+].[H-].[H-].[H-] (lithium aluminum hydride), [H-].[Al+3].[Li+].[H-].[H-].[H-] (lithium aluminium hydride), O.O.O.O.O.O.O.O.O.O.S(=O)(=O)([O-])[O-].[Na+].[Na+] (sodium sulfate decahydrate). RXN SMILES: C(O[C:6]([N:8]1[CH2:13][CH2:12][CH2:11][CH:10]([CH2:14][O:15][C:16]2[CH:21]=[CH:20][CH:19]=[CH:18][C:17]=2[CH2:22][CH2:23][CH2:24][CH2:25][C:26]2[CH:31]=[CH:30][CH:29]=[C:28]([O:32][CH3:33])[CH:27]=2)[CH2:9]1)=O)(C)(C)C.[H-].[Al+3].[Li+].[H-].[H-].[H-].O.O.O.O.O.O.O.O.O.O.S([O-])([O-])(=O)=O.[Na+].[Na+]>O1CCCC1>[CH3:33][O:32][C:28]1[CH:27]=[C:26]([CH2:25][CH2:24][CH2:23][CH2:22][C:17]2[CH:18]=[CH:19][CH:20]=[CH:21][C:16]=2[O:15][CH2:14][CH:10]2[CH2:11][CH2:12][CH2:13][N:8]([CH3:6])[CH2:9]2)[CH:31]=[CH:30][CH:29]=1 |f:1.2.3.4.5.6,7.8.9.10.11.12.13.14.15.16.17.18.19|. Yields the product COC=1C=C(C=CC1)CCCCC1=C(OCC2CN(CCC2)C)C=CC=C1 (3-{2-[4-(3-Methoxyphenyl)butyl]phenoxymethyl}-1-methylpiperidine). Procedure details: A solution of 2.70 g of 1-t-butoxycarbonyl-3-{2-[4-(3-methoxyphenyl)butyl]phenoxymethyl}piperidine [prepared as described in Example 82(a)] in 25 ml of tetrahydrofuran was added dropwise to a mixture of 0.450 g of lithium aluminum hydride in 30 ml of tetrahydrofuran, whilst ice-cooling and stirring, and the mixture was stirred at room temperature for 30 minutes and then stirred whilst heating under reflux for 2 hours. At the end of this time, the reaction mixture was cooled, and sodium sulfate d... The yield is 96.0%. Solvent: O1CCCC1 (tetrahydrofuran), O1CCCC1 (tetrahydrofuran). The reactants are BrC1=C(C=CC=C1F)F (2-Bromo-1,3-difluorobenzene), CC1(OB(OC1(C)C)C1=C(C#N)C=CC=C1)C (2-(4,4,5,5-tetramethyl-[1,3,2]dioxaborolan-2-yl)benzonitrile). Product: CCCC(C)C (isohexane), FC1=C(C(=CC=C1)F)C=1C(=CC=CC1)C#N (2′,6′-difluorobiphenyl-2-carbonitrile). Yield: 153.7%. As a reaction SMILES: Br[C:2]1[C:7]([F:8])=[CH:6][CH:5]=[CH:4][C:3]=1[F:9].CC1(C)C(C)(C)OB([C:18]2[CH:25]=[CH:24][CH:23]=[CH:22][C:19]=2[C:20]#[N:21])O1>>[CH3:24][CH2:25][CH2:18][CH:19]([CH3:22])[CH3:20].[F:9][C:3]1[CH:4]=[CH:5][CH:6]=[C:7]([F:8])[C:2]=1[C:18]1[C:19]([C:20]#[N:21])=[CH:22][CH:23]=[CH:24][CH:25]=1. Reported procedure: 2-Bromo-1,3-difluorobenzene (3.0 g, 15.5 mmol) was coupled to 2-(4,4,5,5-tetramethyl-[1,3,2]dioxaborolan-2-yl)benzonitrile (4.63 g, 20.2 mmol) as described in Example 51. The resulting black solid was purified by chromatography on silica gel eluting with isohexane on a gradient of ethyl acetate (10-15%). Trituration with isohexane (20 ml) gave 2′,6′-difluorobiphenyl-2-carbonitrile as a pale yellow solid (3.34 g, 100%): δH (360 MHz, CDCl3) 7.06 (2H, dd, J 8 and 7), 7.38-7.44 (1H, m), 7.47-7.56 (2... Starting materials: C(C)(C)(C)OC(=O)C1=C(CS[C@H]2N1C([C@H]2N)=O)C(OCC)(SC2=NN=NN2)CP(=O)OC(C)(C)C (7β-amino-3-(1-ethoxy-t-butoxyphosphinylmethyltetrazol-5-ylthiomethyl)-3-cephem-4-carboxylic acid t-butyl ester), C(C)(C)(C)C=1C=C(C=O)C=C(C1O)C(C)(C)C (3,5-di-t-butyl-4-hydroxybenzaldehyde), [Pb](=O)=O (lead dioxide). The solvent is ClCCCl (1,2-dichloroethane), C1=CC=CC=C1 (benzene). Reaction conditions: time 3 hour. The product is C(C)(C)(C)OC(=O)C1=C(CS[C@H]2N1C([C@@]2(OC)N)=O)C(OCC)(SC2=NN=NN2)CP(=O)OC(C)(C)C (7β-amino-7α-methoxy-3-(1-ethoxy-t-butoxyphosphinylmethyltetrazol-5-ylthiomethyl)-3-cephem-4-carboxylic acid t-butyl ester). RXN SMILES: [C:1]([O:5][C:6]([C:8]1[N:13]2[C:14](=[O:17])[C@@H:15]([NH2:16])[C@H:12]2[S:11][CH2:10][C:9]=1[C:18]([CH2:28][PH:29]([O:31][C:32]([CH3:35])([CH3:34])[CH3:33])=[O:30])([S:22][C:23]1[NH:27][N:26]=[N:25][N:24]=1)[O:19][CH2:20][CH3:21])=[O:7])([CH3:4])([CH3:3])[CH3:2].C(C1C=C(C=C(C(C)(C)C)C=1O)[CH:43]=[O:44])(C)(C)C.[Pb](=O)=O>C1C=CC=CC=1.ClCCCl>[C:1]([O:5][C:6]([C:8]1[N:13]2[C:14](=[O:17])[C@:15]([NH2:16])([O:44][CH3:43])[C@H:12]2[S:11][CH2:10][C:9]=1[C:18]([CH2:28][PH:29]([O:31][C:32]([CH3:34])([CH3:33])[CH3:35])=[O:30])([S:22][C:23]1[NH:27][N:26]=[N:25][N:24]=1)[O:19][CH2:20][CH3:21])=[O:7])([CH3:4])([CH3:2])[CH3:3]. Reported procedure: A solution of 1.32 g (2.4 mmol) of 7β-amino-3-(1-ethoxy-t-butoxyphosphinylmethyltetrazol-5-ylthiomethyl)-3-cephem-4-carboxylic acid t-butyl ester and 0.56 g (2.4 mmol) of 3,5-di-t-butyl-4-hydroxybenzaldehyde in 100 ml of dry benzene is refluxed for 4 hours under a Dean-Stark trap. The solution is evaporated under reduced pressure to leave a residue which is dissolved in 100 ml of 1,2-dichloroethane and cooled to ca. 5° in an ice bath. Three grams of freshly prepared lead dioxide is added in port... Reactants: N1CC(C1)CC=1N(C2=NC(=NC(=C2N1)N1CCOCC1)N1C(=NC2=C1C=CC=C2)[C@@H](C)O)C ((R)-1-[1-(8-azetidin-3-ylmethyl-9-methyl-6-morpholin-4-yl-9H-purin-2-yl)-1H-benzoimidazol-2-yl]ethanol), OC(C(=O)O)(C)C (2-hydroxy-2-methyl-propionic acid), C=1C=CC2=C(C1)N=NN2O (HOBt), CN1CCOCC1 (NMM), CCN=C=NCCCN(C)C (EDCI). Solvent: C(Cl)Cl (DCM). Run at time 1 hour. The product is OC(C(=O)N1CC(C1)CC=1N(C2=NC(=NC(=C2N1)N1CCOCC1)N1C(=NC2=C1C=CC=C2)[C@@H](C)O)C)(C)C ((R)-2-hydroxy-1-(3-((2-(2-(1-hydroxyethyl)-1H-benzo[d]imidazol-1-yl)-9-methyl-6-morpholino-9H-purin-8-yl)methyl)azetidin-1-yl)-2-methylpropan-1-one). Isolated yield 20.1%. RXN SMILES: [NH:1]1[CH2:4][CH:3]([CH2:5][C:6]2[N:7]([CH3:33])[C:8]3[C:13]([N:14]=2)=[C:12]([N:15]2[CH2:20][CH2:19][O:18][CH2:17][CH2:16]2)[N:11]=[C:10]([N:21]2[C:25]4[CH:26]=[CH:27][CH:28]=[CH:29][C:24]=4[N:23]=[C:22]2[C@H:30]([OH:32])[CH3:31])[N:9]=3)[CH2:2]1.[OH:34][C:35]([CH3:40])([CH3:39])[C:36](O)=[O:37].C1C=CC2N(O)N=NC=2C=1.CN1CCOCC1.CCN=C=NCCCN(C)C>C(Cl)Cl>[OH:34][C:35]([CH3:40])([CH3:39])[C:36]([N:1]1[CH2:4][CH:3]([CH2:5][C:6]2[N:7]([CH3:33])[C:8]3[C:13]([N:14]=2)=[C:12]([N:15]2[CH2:20][CH2:19][O:18][CH2:17][CH2:16]2)[N:11]=[C:10]([N:21]2[C:25]4[CH:26]=[CH:27][CH:28]=[CH:29][C:24]=4[N:23]=[C:22]2[C@H:30]([OH:32])[CH3:31])[N:9]=3)[CH2:2]1)=[O:37]. Procedure details: To a solution of (R)-1-[1-(8-azetidin-3-ylmethyl-9-methyl-6-morpholin-4-yl-9H-purin-2-yl)-1H-benzoimidazol-2-yl]ethanol (57 mg, 0.13 mmol) in DCM (2 mL) was added 2-hydroxy-2-methyl-propionic acid (15 mg, 0.14 mmol), HOBt (19 mg, 0.14 mmol), NMM (31 μL, 0.28 mmol) and EDCI (27 mg, 0.14 mmol) and the resulting mixture stirred at r.t. for 1 h. The reaction mixture was partitioned between DCM and H2O, the organic phase dried (phase separator) and concentrated in vacuo. The resulting residue was pur... The reactants are C(C1=CC=CC=C1)OC=1C2=C(C=3CNCC3C1)O[C@]13[C@](C2)([C@H](CC[C@H]1C([C@H](CC3)O)(C)C)C)C ((6aR,7S,9aS,11S,13aS)-5-benzyloxy-2,3,6,6a,7,8,9,9a,10,11,12,13-dodecahydro-11-hydroxy-6a,7,10,10-tetramethyl-1H-benzo[8,8a][l]benzopyrano[2,3-e]isoindole), C([O-])([O-])=O.[Na+].[Na+] (sodium carbonate), C([O-])([O-])=O.[Na+].[Na+] (sodium carbonate), C(C)(=O)Cl (acetyl chloride). Run in C(Cl)(Cl)Cl (chloroform), C(Cl)(Cl)Cl (chloroform). Conditions: time 30 minute. Yields the product C(C)(=O)N1CC=2C=C(C3=C(C2C1)O[C@]12[C@](C3)([C@H](CC[C@H]1C([C@H](CC2)O)(C)C)C)C)OCC2=CC=CC=C2 ((6aR,7S,9aS,11S,13aS)-2-acetyl-5-benzyloxy-2,3,6,6a,7,8,9,9a,10,11,12,13-dodecahydro-11-hydroxy-6a,7,10,10-tetramethyl-1H-benzo[8,8a][1]benzopyrano[2,3-e]isoindole). Isolated yield 93.3%. As a reaction SMILES: [CH2:1]([O:8][C:9]1[C:10]2[CH2:21][C@:20]3([CH3:34])[C@@H:22]([CH3:33])[CH2:23][CH2:24][C@H:25]4[C:26]([CH3:32])([CH3:31])[C@@H:27]([OH:30])[CH2:28][CH2:29][C@@:19]34[O:18][C:11]=2[C:12]2[CH2:13][NH:14][CH2:15][C:16]=2[CH:17]=1)[C:2]1[CH:7]=[CH:6][CH:5]=[CH:4][CH:3]=1.C(=O)([O-])[O-].[Na+].[Na+].[C:41](Cl)(=[O:43])[CH3:42]>C(Cl)(Cl)Cl>[C:41]([N:14]1[CH2:13][C:12]2[C:11]3[O:18][C@@:19]45[CH2:29][CH2:28][C@H:27]([OH:30])[C:26]([CH3:32])([CH3:31])[C@@H:25]4[CH2:24][CH2:23][C@H:22]([CH3:33])[C@@:20]5([CH3:34])[CH2:21][C:10]=3[C:9]([O:8][CH2:1][C:2]3[CH:3]=[CH:4][CH:5]=[CH:6][CH:7]=3)=[CH:17][C:16]=2[CH2:15]1)(=[O:43])[CH3:42] |f:1.2.3|. Procedure: To a solution of Compound (33a) (47 mg, 0.10 mmol) in 5.0 ml of chloroform was added a sodium carbonate aqueous solution (prepared from 14 mg (0.10 mmol) of sodium carbonate and 5.0 ml of water). Under ice-cooling, to the mixture was added 8 μl (0.12 mmol) of acetyl chloride dissolved in 0.3 ml of chloroform in a single portion with vigorous stirring. After the reaction mixture was stirred for 30 min and warmed up to room temperature, it was extracted with chloroform. The extract was washed with... Reactants: CC(=CC(=O)N=C=S)C (3-methylbut-2-enoyl isothiocyanate), CNC (dimethylamine), C1CCOC1 (THF). The product is CN(C(=S)NC(C=C(C)C)=O)C (1,1-dimethyl-3-(3-methyl-but-2-enoyl)-thiourea). Yield: 84.9%. RXN SMILES: [CH3:1][C:2]([CH3:9])=[CH:3][C:4]([N:6]=[C:7]=[S:8])=[O:5].[CH3:10][NH:11][CH3:12].C1COCC1>>[CH3:10][N:11]([CH3:12])[C:7]([NH:6][C:4](=[O:5])[CH:3]=[C:2]([CH3:9])[CH3:1])=[S:8]. Reported procedure: Was prepared in the same manner as described in General Procedure Example 1b) using 3-methylbut-2-enoyl isothiocyanate (2 g, 14.2 mmol, Eq: 1.00) and dimethylamine solution 2M in THF (7.08 ml, 14.2 mmol, Eq: 1.00). Evaporation of the solvent afforded 1,1-dimethyl-3-(3-methyl-but-2-enoyl)-thiourea (2.239 g/84.9%) as a yellow oil which was used without further purification in the next step. MS: m/e=187.4 (M+H+)